This data is from the Open Reaction Database (ORD), a public repository of structured organic reaction records. The task is: describe an organic reaction: reactants, conditions, products, and yield The reactants are SeO2, COC1=C(C=CC=C1)C(C)=O (o-Methoxyacetophenone), C(C)O (ethanol). Product: COC1=C(C=CC=C1)C(=O)C=O ((2-Methoxyphenyl)glyoxal). Reaction SMILES: [CH3:1][O:2][C:3]1[CH:8]=[CH:7][CH:6]=[CH:5][C:4]=1[C:9](=[O:11])[CH3:10].C([OH:14])C>>[CH3:1][O:2][C:3]1[CH:8]=[CH:7][CH:6]=[CH:5][C:4]=1[C:9]([CH:10]=[O:14])=[O:11]. Procedure: SeO2 (12.4 g., 0.112 mol) was dissolved in 75 ml. of 95% ethanol by warming to 55°. o-Methoxyacetophenone (15.3 g., 0.102 mol) was added in one portion and the mixture refluxed 21 hours. The reaction mixture was treated with activated carbon, filtered over diatomaceous earth, and the filtrate stripped to yield to an oil, 23.2 g. The latter was distilled to yield purified title product, 8.4 g., bp 94°-96°/0.5 mm, which solidified on cooling. The reactants are [OH-].[K+] (potassium hydroxide), OCC=1OC(=CC(C1O)=O)COC(C(C)(C)C)=O (2-hydroxymethyl-3-hydroxy-6-(trimethylacetoxymethyl)-4-pyrone), ICCCCCC(=O)OCC (ethyl 6-iodohexanoate). Yields the product OCC=1OC(=CC(C1OCCCCCC(=O)OCC)=O)COC(C(C)(C)C)=O (2-hydroxymethyl-3-(5-carboethoxypentyloxy)-6-(trimethylacetoxymethyl)-4-pyrone). Yield: 27.0%. Solvent: C(C)O (ethanol), O (water). Reaction SMILES: [OH-].[K+].[OH:3][CH2:4][C:5]1[O:6][C:7]([CH2:13][O:14][C:15](=[O:20])[C:16]([CH3:19])([CH3:18])[CH3:17])=[CH:8][C:9](=[O:12])[C:10]=1[OH:11].I[CH2:22][CH2:23][CH2:24][CH2:25][CH2:26][C:27]([O:29][CH2:30][CH3:31])=[O:28]>C(O)C.O>[OH:3][CH2:4][C:5]1[O:6][C:7]([CH2:13][O:14][C:15](=[O:20])[C:16]([CH3:17])([CH3:19])[CH3:18])=[CH:8][C:9](=[O:12])[C:10]=1[O:11][CH2:22][CH2:23][CH2:24][CH2:25][CH2:26][C:27]([O:29][CH2:30][CH3:31])=[O:28] |f:0.1|. Procedure: To a solution of 1.84 g (0.028 mole) of potassium hydroxide in 38 ml of ethanol and 10 ml of water was added 6.76 g (0.026 mole) of 2-hydroxymethyl-3-hydroxy-6-(trimethylacetoxymethyl)-4-pyrone, and the resulting mixture heated to 50°. An 8.3 g (0.03 mole) portion of ethyl 6-iodohexanoate was then added and the resulting clear solution heated at reflux for 7 hr under a nitrogen atmosphere. Removal of the ethanol under reduced pressure left a residue which was dissolved in methylene chloride. The... Starting materials: F[B-](F)(F)F, CN(C)C=O, CCN(C(C)C)C(C)C, CC(C)(C)C(=O)CN1C(=O)C(C)(C)c2cc3nc(N)[nH]c3cc21, O=C(O)c1ccccc1, CN(C)C(On1nnc2ccccc21)=[N+](C)C. Yields the product CC(C)(C)C(=O)CN1C(=O)C(C)(C)c2cc3nc(NC(=O)c4ccccc4)[nH]c3cc21. Reaction SMILES: [B-:10]([F:11])([F:12])([F:13])[F:14].[CH3:64][N:65]([CH3:66])[CH:67]=[O:68].[CH:32]([N:33]([CH2:34][CH3:35])[CH:36]([CH3:37])[CH3:38])([CH3:39])[CH3:40].[NH2:41][c:42]1[nH:43][c:44]2[c:45]([cH:46][c:47]3[c:51]([cH:52]2)[N:50]([CH2:53][C:54]([C:55]([CH3:56])([CH3:57])[CH3:58])=[O:59])[C:49](=[O:60])[C:48]3([CH3:61])[CH3:62])[n:63]1.[OH:1][C:2](=[O:3])[c:4]1[cH:5][cH:6][cH:7][cH:8][cH:9]1.[n:15]1([O:16][C:17]([N:18]([CH3:19])[CH3:20])=[N+:21]([CH3:22])[CH3:23])[c:24]2[cH:25][cH:26][cH:27][cH:28][c:29]2[n:30][n:31]1>>[C:2](=[O:3])([c:4]1[cH:5][cH:6][cH:7][cH:8][cH:9]1)[NH:41][c:42]1[nH:43][c:44]2[c:45]([cH:46][c:47]3[c:51]([cH:52]2)[N:50]([CH2:53][C:54]([C:55]([CH3:56])([CH3:57])[CH3:58])=[O:59])[C:49](=[O:60])[C:48]3([CH3:61])[CH3:62])[n:63]1.